Dataset: the Open Reaction Database (ORD), a public repository of structured organic reaction records. Task: describe an organic reaction: reactants, conditions, products, and yield The reactants are C[Sn](C1=CC=C(S1)CO)(C)C ((5-trimethylstannanyl-thiophen-2-yl)-methanol), [I-].[Na+] (sodium iodide), ClCC(=O)N1CCSCC1 (2-chloro-1-thiomorpholiri-4-yl-ethanone). The product is N1(CCSCC1)C(COCC=1SC(=CC1)[Sn](C)(C)C)=O (1-thiomorpholin-4-yl-2-(5-trimethylstannanyl-thiophen-2-ylmethoxy)-ethanone). As a reaction SMILES: [CH3:1][Sn:2]([CH3:11])([CH3:10])[C:3]1[S:7][C:6]([CH2:8][OH:9])=[CH:5][CH:4]=1.[I-].[Na+].Cl[CH2:15][C:16]([N:18]1[CH2:23][CH2:22][S:21][CH2:20][CH2:19]1)=[O:17]>>[N:18]1([C:16](=[O:17])[CH2:15][O:9][CH2:8][C:6]2[S:7][C:3]([Sn:2]([CH3:11])([CH3:10])[CH3:1])=[CH:4][CH:5]=2)[CH2:23][CH2:22][S:21][CH2:20][CH2:19]1 |f:1.2|. Reported procedure: The 1-thiomorpholin-4-yl-2-(5-trimethylstannanyl-thiophen-2-ylmethoxy)-ethanone employed is prepared analogously to example (3a) (stage b)) starting from (5-trimethylstannanyl-thiophen-2-yl)-methanol (7.66 g; 27.67 mmol; described, in example (3a), stage a)), sodium iodide (4.07 g; 27.34 mmol) and 2-chloro-1-thiomorpholiri-4-yl-ethanone (5.92 g; 32.94 mmol) Reactants: ClC1=C(C(=O)O)C(=CC=C1)F (2-chloro-6-fluorobenzoic acid), CC1=NC=C(C=N1)C(CN)N1CCOCCC1 (2-(2-methylpyrimidin-5-yl)-2-(1,4-oxazepan-4-yl)ethanamine). Yields the product ClC1=C(C(=O)NCC(N2CCOCCC2)C=2C=NC(=NC2)C)C(=CC=C1)F (2-chloro-6-fluoro-N-(2-(2-methylpyrimidin-5-yl)-2-(1,4-oxazepan-4-yl)ethyl)benz amide). As a reaction SMILES: [Cl:1][C:2]1[CH:10]=[CH:9][CH:8]=[C:7]([F:11])[C:3]=1[C:4]([OH:6])=O.[CH3:12][C:13]1[N:18]=[CH:17][C:16]([CH:19]([N:22]2[CH2:28][CH2:27][CH2:26][O:25][CH2:24][CH2:23]2)[CH2:20][NH2:21])=[CH:15][N:14]=1>>[Cl:1][C:2]1[CH:10]=[CH:9][CH:8]=[C:7]([F:11])[C:3]=1[C:4]([NH:21][CH2:20][CH:19]([C:16]1[CH:17]=[N:18][C:13]([CH3:12])=[N:14][CH:15]=1)[N:22]1[CH2:28][CH2:27][CH2:26][O:25][CH2:24][CH2:23]1)=[O:6]. Procedure: From 2-chloro-6-fluorobenzoic acid and 2-(2-methylpyrimidin-5-yl)-2-(1,4-oxazepan-4-yl)ethanamine.